This data is from the Open Reaction Database (ORD), a public repository of structured organic reaction records. The task is: describe an organic reaction: reactants, conditions, products, and yield Reactants: OCCCBr, O=C([O-])[O-], CC#N, COc1ccccc1N1CCNCC1, [I-], [K+], [K+], [Na+]. Yields the product COc1ccccc1N1CCN(CCCO)CC1. Reaction SMILES: [Br:1][CH2:2][CH2:3][CH2:4][OH:5].[C:22](=[O:23])([O-:24])[O-:25].[CH3:28][C:29]#[N:30].[CH3:6][O:7][c:8]1[c:9]([N:14]2[CH2:15][CH2:16][NH:17][CH2:18][CH2:19]2)[cH:10][cH:11][cH:12][cH:13]1.[I-:21].[K+:26].[K+:27].[Na+:20]>>[CH2:2]([CH2:3][CH2:4][OH:5])[N:17]1[CH2:16][CH2:15][N:14]([c:9]2[c:8]([O:7][CH3:6])[cH:13][cH:12][cH:11][cH:10]2)[CH2:19][CH2:18]1. Starting materials: CC#N, CCOC(C)=O, Cc1cc2c(OCCCCl)cccc2[nH]1, [K+], [K+], O=C([O-])[O-], O, C1=CCC2CNC(C1)CN2c1ccc2ccccc2c1. Product: Cc1cc2c(OCCCN3CC4CC=CCC3CN4c3ccc4ccccc4c3)cccc2[nH]1. RXN SMILES: [CH3:42][C:43]#[N:44].[CH3:46][CH2:47][O:48][C:49](=[O:50])[CH3:51].[Cl:1][CH2:2][CH2:3][CH2:4][O:5][c:6]1[c:7]2[cH:8][c:9]([CH3:15])[nH:10][c:11]2[cH:12][cH:13][cH:14]1.[K+:36].[K+:37].[O-:38][C:39]([O-:40])=[O:41].[OH2:45].[cH:16]1[c:17]([N:26]2[CH:27]3[CH2:28][CH:29]=[CH:30][CH2:31][CH:32]([CH2:33]2)[NH:34][CH2:35]3)[cH:18][cH:19][c:20]2[cH:21][cH:22][cH:23][cH:24][c:25]12>>[CH2:2]([CH2:3][CH2:4][O:5][c:6]1[c:7]2[cH:8][c:9]([CH3:15])[nH:10][c:11]2[cH:12][cH:13][cH:14]1)[N:34]1[CH:32]2[CH2:31][CH:30]=[CH:29][CH2:28][CH:27]([N:26]([c:17]3[cH:16][c:25]4[c:20]([cH:19][cH:18]3)[cH:21][cH:22][cH:23][cH:24]4)[CH2:33]2)[CH2:35]1. Starting materials: CC1=CC=C(C=C1)S(=O)(=O)OC=1C2=C(C=NC1)C=C(S2)C2=CN=C1N2N=C(C=C1)Cl (2-(6-chloroimidazo[1,2-b]pyridazin-3-yl)thieno[3,2-c]pyridin-7-yl 4-methylbenzenesulfonate), [OH-].[Na+] (sodium hydroxide). Run in CO (MeOH). Conditions: time 3 hour. Product: ClC=1C=CC=2N(N1)C(=CN2)C2=CC=1C=NC=C(C1S2)O (2-(6-chloroimidazo[1,2-b]pyridazin-3-yl)thieno[3,2-c]pyridin-7-ol). Isolated yield 75.7%. As a reaction SMILES: CC1C=CC(S([O:11][C:12]2[C:13]3[S:20][C:19]([C:21]4[N:25]5[N:26]=[C:27]([Cl:30])[CH:28]=[CH:29][C:24]5=[N:23][CH:22]=4)=[CH:18][C:14]=3[CH:15]=[N:16][CH:17]=2)(=O)=O)=CC=1.[OH-].[Na+]>CO>[Cl:30][C:27]1[CH:28]=[CH:29][C:24]2[N:25]([C:21]([C:19]3[S:20][C:13]4[C:12]([OH:11])=[CH:17][N:16]=[CH:15][C:14]=4[CH:18]=3)=[CH:22][N:23]=2)[N:26]=1 |f:1.2|. Procedure: To a solution of 2-(6-chloroimidazo[1,2-b]pyridazin-3-yl)thieno[3,2-c]pyridin-7-yl 4-methylbenzenesulfonate (200 mg, 0.349 mmol, 1.0 equiv) in MeOH (5.0 mL) was added sodium hydroxide (70 microliter, 5.0 M aqueous solution, 1.0 equiv). The reaction mixture was stirred at rt for 3 h, then quenched with water and extracted with ethyl acetate. Purification using column chromatography gave 80 mg of the white product, 76%. The reactants are Cl (HCl), ClC1=NC2=CC=C(C=C2C=C1C(=O)O)Cl (2,6-dichloro-quinoline-3-carboxylic acid), O.O.Cl.Cl.NC(C(=O)O)CC1=CC=C(C=C1)NC1=CC=NC2=CC=CC=C12 (2-amino-3-[4-(quinolin-4-ylamino)-phenyl]propionic acid dihydrochloride dihydrate), C(=O)([O-])[O-].[K+].[K+] (K2CO3). Solvent: CS(=O)C (DMSO), O (water). Reaction conditions: temperature 110 celsius, time 24 hour. Product: C(=O)(O)C(CC1=CC=C(C=C1)NC1=CC=NC2=CC=CC=C12)NC1=NC2=CC=C(C=C2C=C1C(=O)O)Cl (2-{1-Carboxy-2-[4-(quinolin-4-ylamino)-phenyl]-ethylamino}-6-chloro-quinoline-3-carboxylic acid). Isolated yield 83.6%. RXN SMILES: Cl[C:2]1[C:11]([C:12]([OH:14])=[O:13])=[CH:10][C:9]2[C:4](=[CH:5][CH:6]=[C:7]([Cl:15])[CH:8]=2)[N:3]=1.O.O.Cl.Cl.[NH2:20][CH:21]([CH2:25][C:26]1[CH:31]=[CH:30][C:29]([NH:32][C:33]2[C:42]3[C:37](=[CH:38][CH:39]=[CH:40][CH:41]=3)[N:36]=[CH:35][CH:34]=2)=[CH:28][CH:27]=1)[C:22]([OH:24])=[O:23].C([O-])([O-])=O.[K+].[K+].Cl>CS(C)=O.O>[C:22]([CH:21]([NH:20][C:2]1[C:11]([C:12]([OH:14])=[O:13])=[CH:10][C:9]2[C:4](=[CH:5][CH:6]=[C:7]([Cl:15])[CH:8]=2)[N:3]=1)[CH2:25][C:26]1[CH:31]=[CH:30][C:29]([NH:32][C:33]2[C:42]3[C:37](=[CH:38][CH:39]=[CH:40][CH:41]=3)[N:36]=[CH:35][CH:34]=2)=[CH:28][CH:27]=1)([OH:24])=[O:23] |f:1.2.3.4.5,6.7.8|. Procedure: A mixture of 2,6-dichloro-quinoline-3-carboxylic acid (0.17 g, 0.7 mmol), 2-amino-3-[4-(quinolin-4-ylamino)-phenyl]propionic acid dihydrochloride dihydrate (0.291 g, 0.7 mmol) and K2CO3 (0.507 g, 3.7 mmol) in DMSO (1.5 mL) is stirred at 110° C. temperature for 24 h in a Pierce reaction vial. After cooling the reaction mixture is diluted with water (10 mL) and acidified with 2N aqueous HCl till pH ˜3. The precipitated solid is collected on filter and washed with water to give the title compound (... Starting materials: S(=S)(=O)([O-])[O-].[Na+].[Na+] (sodium thiosulfate), [Na+].[Cl-] (NaCl), ClC1=CC(=CC=C1)C(=O)OO (metachloroperbenzoic acid), C(C)(C)(C)OC(=O)N1CCN(CC1)C(C1=CC=C(C=C1)C1=NC=CC=C1)=O (1-tert-butoxycarbonyl-4-[4-(2-pyridyl)benzoyl]piperazine). Run in ClCCl (dichloromethane), ClCCl (dichloromethane). Reaction conditions: time 24 hour. Product: C(C)(C)(C)OC(=O)N1CCN(CC1)C(=O)C1=CC=C(C=C1)C1=[N+](C=CC=C1)[O-] (2-[4-[[4-(tert-Butoxycarbonyl)piperazin-1-yl]carbonyl]phenyl]pyridine N-oxide). RXN SMILES: ClC1C=CC=C(C(OO)=[O:9])C=1.[C:12]([O:16][C:17]([N:19]1[CH2:24][CH2:23][N:22]([C:25](=[O:38])[C:26]2[CH:31]=[CH:30][C:29]([C:32]3[CH:37]=[CH:36][CH:35]=[CH:34][N:33]=3)=[CH:28][CH:27]=2)[CH2:21][CH2:20]1)=[O:18])([CH3:15])([CH3:14])[CH3:13].S([O-])([O-])(=O)=S.[Na+].[Na+].[Na+].[Cl-]>ClCCl>[C:12]([O:16][C:17]([N:19]1[CH2:24][CH2:23][N:22]([C:25]([C:26]2[CH:31]=[CH:30][C:29]([C:32]3[CH:37]=[CH:36][CH:35]=[CH:34][N+:33]=3[O-:9])=[CH:28][CH:27]=2)=[O:38])[CH2:21][CH2:20]1)=[O:18])([CH3:15])([CH3:13])[CH3:14] |f:2.3.4,5.6|. Reported procedure: At −10° C., metachloroperbenzoic acid (789 mg) was added to a solution of 1-tert-butoxycarbonyl-4-[4-(2-pyridyl)benzoyl]piperazine (517 mg) in dichloromethane (dichloromethane: 8 ml). The resulting mixture was stirred for 24 hours, followed by dilution with dichloromethane. A small amount of an aqueous sodium thiosulfate solution and a saturated aqueous NaCl solution were added to the dilute solution. The organic layer so separated was washed with a saturated aqueous solution of sodium bicarbona... Reactants: ClCC1=CC=2N(C=C1)N=CN2 (7-(Chloromethyl)-[1,2,4]triazolo[1,5-a]pyridine), [N-]=[N+]=[N-].[Na+] (NaN3). The solvent is CN(C)C=O (DMF). Conditions: temperature 80 celsius, time 2 hour. Product: N(=[N+]=[N-])CC1=CC=2N(C=C1)N=CN2 (7-(Azidomethyl)-[1,2,4]-triazolo[1,5-a]pyridine). Isolated yield 81.3%. RXN SMILES: Cl[CH2:2][C:3]1[CH:8]=[CH:7][N:6]2[N:9]=[CH:10][N:11]=[C:5]2[CH:4]=1.[N-:12]=[N+:13]=[N-:14].[Na+]>CN(C=O)C>[N:12]([CH2:2][C:3]1[CH:8]=[CH:7][N:6]2[N:9]=[CH:10][N:11]=[C:5]2[CH:4]=1)=[N+:13]=[N-:14] |f:1.2|. Reported procedure: To a solution of 7-(chloromethyl)-[1,2,4]triazolo[1,5-a]pyridine (4-3) (400 mg, 2.4 mmol) in dried DMF (5 mL) was added NaN3 (250 mg, 3.6 mmol) under N2. The reaction mixture was stirred at 80° C. for 2 h, then quenched with aqueous Na2S2O3. The resulting mixture was extracted with EtOAc, dried on Na2SO4, and concentrated to afford the title compound (340 mg), which was used in next step without further purification. MS (m/z): 175 (M+1)+.